This data is from the Open Reaction Database (ORD), a public repository of structured organic reaction records. The task is: describe an organic reaction: reactants, conditions, products, and yield Starting materials: C1CCOC1, CN, O=C(O)c1cccc2cc(Oc3ccnc(F)n3)ccc12. Yields the product CNc1nccc(Oc2ccc3c(C(=O)O)cccc3c2)n1. As a reaction SMILES: [CH2:24]1[O:25][CH2:26][CH2:27][CH2:28]1.[CH3:22][NH2:23].[F:1][c:2]1[n:3][cH:4][cH:5][c:6]([O:8][c:9]2[cH:10][c:11]3[cH:12][cH:13][cH:14][c:15]([C:19](=[O:20])[OH:21])[c:16]3[cH:17][cH:18]2)[n:7]1>>[c:2]1([NH:23][CH3:22])[n:3][cH:4][cH:5][c:6]([O:8][c:9]2[cH:10][c:11]3[cH:12][cH:13][cH:14][c:15]([C:19](=[O:20])[OH:21])[c:16]3[cH:17][cH:18]2)[n:7]1.